From a dataset of the Open Reaction Database (ORD), a public repository of structured organic reaction records. describe an organic reaction: reactants, conditions, products, and yield Reactants: [BH4-], O=[N+]([O-])c1nc(Br)[nH]c1Br, C1COCCO1, CCCC[N+](CCCC)(CCCC)CCCC. Product: O=[N+]([O-])c1c[nH]c(Br)n1. Reaction SMILES: [BH4-:1].[Br:19][c:20]1[nH:21][c:22]([Br:28])[c:23]([N+:25](=[O:26])[O-:27])[n:24]1.[CH2:29]1[O:30][CH2:31][CH2:32][O:33][CH2:34]1.[CH2:2]([N+:3]([CH2:4][CH2:5][CH2:6][CH3:7])([CH2:8][CH2:9][CH2:10][CH3:11])[CH2:12][CH2:13][CH2:14][CH3:15])[CH2:16][CH2:17][CH3:18]>>[Br:19][c:20]1[nH:21][cH:22][c:23]([N+:25](=[O:26])[O-:27])[n:24]1. Reactants: SC[C@@H]1C(N[C@H](CCCCCC1)C(=O)O)=O (Trans 3-mercaptomethyl-2-oxo-1-azacyclodecane-10-carboxylic acid), C(C)(=O)Cl (Acetyl chloride). The solvent is N1=CC=CC=C1 (pyridine). Reaction conditions: time 8 hour. Product: C(C)(=O)SC[C@@H]1C(N[C@H](CCCCCC1)C(=O)O)=O (trans 3-(acetylthiomethyl)-2-oxo-1-azacyclodecane-10-carboxylic acid). As a reaction SMILES: [SH:1][CH2:2][C@H:3]1[CH2:12][CH2:11][CH2:10][CH2:9][CH2:8][CH2:7][C@H:6]([C:13]([OH:15])=[O:14])[NH:5][C:4]1=[O:16].[C:17](Cl)(=[O:19])[CH3:18]>N1C=CC=CC=1>[C:17]([S:1][CH2:2][C@H:3]1[CH2:12][CH2:11][CH2:10][CH2:9][CH2:8][CH2:7][C@H:6]([C:13]([OH:15])=[O:14])[NH:5][C:4]1=[O:16])(=[O:19])[CH3:18]. Reported procedure: Trans 3-mercaptomethyl-2-oxo-1-azacyclodecane-10-carboxylic acid (0.75 g, 3.06 mmol) is dissolved in pyridine (20 mL). Acetyl chloride (0.26 g, 3.37 mmol) is added, and the reaction is stirred at room temperature overnight. The reaction is quenched by cooling to 0° C., adding concentrated hydrochloric acid (20 mL), diluting with water, and extracting several times with ethyl acetate. The combined organic layers are dried (MgSO4), and the solvent is evaporated to give trans 3-(acetylthiomethyl)-2...